From a dataset of the Open Reaction Database (ORD), a public repository of structured organic reaction records. describe an organic reaction: reactants, conditions, products, and yield Starting materials: [Br-], [K+], CC(C)c1cn2cccc(CO)c2n1. Product: CC(C)c1cn2cccc(C=O)c2n1. RXN SMILES: [Br-:15].[K+:16].[OH:1][CH2:2][c:3]1[c:4]2[n:5]([cH:6][cH:7][cH:8]1)[cH:9][c:10]([CH:12]([CH3:13])[CH3:14])[n:11]2>>[O:1]=[CH:2][c:3]1[c:4]2[n:5]([cH:6][cH:7][cH:8]1)[cH:9][c:10]([CH:12]([CH3:13])[CH3:14])[n:11]2.